From a dataset of the Open Reaction Database (ORD), a public repository of structured organic reaction records. describe an organic reaction: reactants, conditions, products, and yield Reagents/catalysts: O=C(O)C(F)(F)F (trifluoroacetic acid). Solvent: CC(C)O (isopropyl alcohol), CC(C)O (isopropylalcohol). Product: Cc1ccc2nc(c3ccc(nc3)Oc3ccccc3)c(NC3CCCCC3)n2c1. RXN SMILES: CC1=CC=C(N)N=C1.[C-]#[N+]C1CCCCC1.O=CC1=CC=C(OC2=CC=CC=C2)N=C1>>CC1=CN2C(C=C1)=NC(=C2NC1CCCCC1)C1=CC=C(OC2=CC=CC=C2)N=C1. Isolated yield 0.0%. Starting materials: C(c1ccc(nc1)Oc1ccccc1)=O, CC1=CN=C(C=C1)N, [C-]#[N+]C1CCCCC1. Run at temperature 22 celsius, time 20 hour.